Dataset: the Open Reaction Database (ORD), a public repository of structured organic reaction records. Task: describe an organic reaction: reactants, conditions, products, and yield Starting materials: C[Zn]C (Dimethylzinc), C(#N)[C@@H]1CC[C@H](CC1)C(=O)Cl (trans-4-cyanocyclohexanecarbonyl chloride). Reagents/catalysts: CC(=O)[O-].CC(=O)[O-].[Pd+2] (Pd(OAc)2). Run in O1CCOCC1 (dioxane). Run at temperature 38 celsius. Product: C(C)(=O)[C@@H]1CC[C@H](CC1)C#N (trans-4-acetylcyclohexanecarbonitrile). RXN SMILES: [C:1]([C@H:3]1[CH2:8][CH2:7][C@H:6]([C:9](Cl)=[O:10])[CH2:5][CH2:4]1)#[N:2].[CH3:12][Zn]C>CC([O-])=O.CC([O-])=O.[Pd+2].O1CCOCC1>[C:9]([C@H:6]1[CH2:7][CH2:8][C@H:3]([C:1]#[N:2])[CH2:4][CH2:5]1)(=[O:10])[CH3:12] |f:2.3.4|. Procedure: To the product from step 1 (1.44 g, 8.42 mmol) was added dioxane (56 mL) and the solution was degassed via subsurface bubbling with argon for 30 minutes. Pd(OAc)2 (95 mg, 0.42 mmol) was added and argon was bubbled through the solution for 15 minutes. Dimethylzinc (2.0 M in toluene, 4.21 mL, 8.42 mmol) was added and the solution was evacuated and then purged with argon 5 times. The reaction was heated overnight at 38° C. The mixture was then cooled to room temperature, diluted carefully with wate... Starting materials: COC1=CC=CC(=C1C(=O)O)[N+](=O)[O-] (6-methoxy-2-nitrobenzoic acid). The reagents and catalysts are [Pd] (palladium-on-carbon). Solvent: C(C)O (ethanol). Yields the product NC1=C(C(=O)O)C(=CC=C1)OC (2-amino-6-methoxybenzoic acid). Isolated yield 100.2%. RXN SMILES: [CH3:1][O:2][C:3]1[C:8]([C:9]([OH:11])=[O:10])=[C:7]([N+:12]([O-])=O)[CH:6]=[CH:5][CH:4]=1>C(O)C.[Pd]>[NH2:12][C:7]1[CH:6]=[CH:5][CH:4]=[C:3]([O:2][CH3:1])[C:8]=1[C:9]([OH:11])=[O:10]. Procedure: A solution of 6-methoxy-2-nitrobenzoic acid (3.25 g, 16.5 mM) in ethanol (180 mL) containing 10% palladium-on-carbon catalyst (0.30g) was hydrogenated using a Parr apparatus. When hydrogen consumption ceased, the resulting mixture was filtered through diatomaceous earth and the filtrate concentrated to provide the title benzoic acid (2.76 g, 100%) as a tan solid; MS(CI): 168 (M+H). The reactants are [BH4-], COCCOCCOC, Cl, [Na+], O=C(c1ccc(-c2ccccc2)o1)N1CCN(c2cccc(C(F)(F)F)c2)CC1. The product is FC(F)(F)c1cccc(N2CCN(Cc3ccc(-c4ccccc4)o3)CC2)c1. RXN SMILES: [BH4-:30].[CH3:33][O:34][CH2:35][CH2:36][O:37][CH2:38][CH2:39][O:40][CH3:41].[ClH:32].[Na+:31].[c:1]1(-[c:7]2[cH:8][cH:9][c:10]([C:12](=[O:13])[N:14]3[CH2:15][CH2:16][N:17]([c:20]4[cH:21][c:22]([C:26]([F:27])([F:28])[F:29])[cH:23][cH:24][cH:25]4)[CH2:18][CH2:19]3)[o:11]2)[cH:2][cH:3][cH:4][cH:5][cH:6]1>>[c:1]1(-[c:7]2[cH:8][cH:9][c:10]([CH2:12][N:14]3[CH2:15][CH2:16][N:17]([c:20]4[cH:21][c:22]([C:26]([F:27])([F:28])[F:29])[cH:23][cH:24][cH:25]4)[CH2:18][CH2:19]3)[o:11]2)[cH:2][cH:3][cH:4][cH:5][cH:6]1. Procedure details: A mixture of m-methoxycinnamic acid (100 g, 0.56 mole), water (1 L), and NaOH (22.4 g, 0.56 mole), in the presence of Raney nickel catalyst (20 g, #30), was hydrogenated under 3 atmospheres H2 pressure until the theoretical uptake of hydrogen was observed. The solution was filtered, cooled to 0°, and concentrated HCl was added until acidic pH was achieved. The solid was filtered, washed with water, dried (in-vacuo) to yield 90.6 g white solid, (90%); M+ 180. Yield: 89.8%. The reagents and catalysts are [Ni] (Raney nickel). Run in O (water). Product: COC=1CC(C=CC(=O)O)C=CC1 (Dihydro-m-methoxycinnamic acid). Starting materials: COC=1C=C(C=CC(=O)O)C=CC1 (m-methoxycinnamic acid), [OH-].[Na+] (NaOH), [H][H] (hydrogen). Reaction SMILES: [CH3:1][O:2][C:3]1[CH:4]=[C:5]([CH:11]=[CH:12][CH:13]=1)[CH:6]=[CH:7][C:8]([OH:10])=[O:9].[OH-].[Na+].[H][H]>[Ni].O>[CH3:1][O:2][C:3]1[CH2:4][CH:5]([CH:11]=[CH:12][CH:13]=1)[CH:6]=[CH:7][C:8]([OH:10])=[O:9] |f:1.2|. Reported procedure: To a solution of 1,2-diethoxy-3-fluorobenzene (2.28 g, 12.4 mol) and N-(hydroxymethyl)phthalimide (2.41 g, 13.6 mol) in 1,2-dimethoxyethane (8 mL), a solution of sulfuric acid (8 mL) in 1,2-dimethoxyethane (8 mL) was added dropwise on ice, and the mixture was stirred at room temperature for twelve hours. The reaction mixture was poured into water (100 mL), and crystals were filtered. The obtained crystals were recrystallized from acetone and water, and the precipitated crystals were filtered. Af... The product is C(C)OC=1C(=C(CN2C(C3=CC=CC=C3C2=O)=O)C=CC1OCC)F (2-(3,4-diethoxy-2-fluorobenzyl)isoindol-1,3-dione). Reactants: O (water), C(C)OC1=C(C(=CC=C1)F)OCC (1,2-diethoxy-3-fluorobenzene), OCN1C(C=2C(C1=O)=CC=CC2)=O (N-(hydroxymethyl)phthalimide), S(O)(O)(=O)=O (sulfuric acid). RXN SMILES: [CH2:1]([O:3][C:4]1[CH:9]=[CH:8][CH:7]=[C:6]([F:10])[C:5]=1[O:11][CH2:12][CH3:13])[CH3:2].O[CH2:15][N:16]1[C:20](=[O:21])[C:19]2=[CH:22][CH:23]=[CH:24][CH:25]=[C:18]2[C:17]1=[O:26].S(=O)(=O)(O)O.O>COCCOC>[CH2:12]([O:11][C:5]1[C:6]([F:10])=[C:7]([CH:8]=[CH:9][C:4]=1[O:3][CH2:1][CH3:2])[CH2:15][N:16]1[C:20](=[O:21])[C:19]2[C:18](=[CH:25][CH:24]=[CH:23][CH:22]=2)[C:17]1=[O:26])[CH3:13]. Isolated yield 0.0%. The solvent is COCCOC (1,2-dimethoxyethane), COCCOC (1,2-dimethoxyethane). Reactants: COc1ccc(C2CCN(C(=O)OC(C)(C)C)CC2)c2sc(NC(=O)c3ccnc(N4CCOCC4)c3)nc12, CO, Cl. Product: COc1ccc(C2CCNCC2)c2sc(NC(=O)c3ccnc(N4CCOCC4)c3)nc12. As a reaction SMILES: [C:1]([O:2][C:3](=[O:4])[N:8]1[CH2:9][CH2:10][CH:11]([c:14]2[cH:15][cH:16][c:17]([O:38][CH3:39])[c:18]3[n:19][c:20]([NH:23][C:24](=[O:25])[c:26]4[cH:27][c:28]([N:32]5[CH2:33][CH2:34][O:35][CH2:36][CH2:37]5)[n:29][cH:30][cH:31]4)[s:21][c:22]23)[CH2:12][CH2:13]1)([CH3:5])([CH3:6])[CH3:7].[CH3:41][OH:42].[ClH:40]>>[NH:8]1[CH2:9][CH2:10][CH:11]([c:14]2[cH:15][cH:16][c:17]([O:38][CH3:39])[c:18]3[n:19][c:20]([NH:23][C:24](=[O:25])[c:26]4[cH:27][c:28]([N:32]5[CH2:33][CH2:34][O:35][CH2:36][CH2:37]5)[n:29][cH:30][cH:31]4)[s:21][c:22]23)[CH2:12][CH2:13]1. The reactants are Cc1ccccc1, CC(C)(C)ON=O, Cc1c(N)cccc1CO, C1CCC(OC2CCCCO2)OC1, c1cnccn1. Yields the product C1CCC(OC2CCCCO2)OC1, Cc1c(CO)cccc1-c1cnccn1. RXN SMILES: [CH3:37][c:38]1[cH:39][cH:40][cH:41][cH:42][cH:43]1.[N:30]([O:31][C:32]([CH3:33])([CH3:34])[CH3:35])=[O:36].[NH2:20][c:21]1[c:22]([CH3:29])[c:23]([CH2:27][OH:28])[cH:24][cH:25][cH:26]1.[O:7]1[CH:8]([O:13][CH:14]2[O:15][CH2:16][CH2:17][CH2:18][CH2:19]2)[CH2:9][CH2:10][CH2:11][CH2:12]1.[cH:1]1[cH:2][n:3][cH:4][cH:5][n:6]1>>[O:7]1[CH:8]([O:13][CH:14]2[O:15][CH2:16][CH2:17][CH2:18][CH2:19]2)[CH2:9][CH2:10][CH2:11][CH2:12]1.[cH:1]1[c:2](-[c:21]2[c:22]([CH3:29])[c:23]([CH2:27][OH:28])[cH:24][cH:25][cH:26]2)[n:3][cH:4][cH:5][n:6]1. Reactants: Cl.C1(CC1)COC1=CC(=NC=C1)CCl (4-cyclopropylmethoxy-2-chloromethylpyridine hydrochloride), FC1=CC2=C(NC(=N2)S)C=C1 (5-fluoro-2-mercapto-1H-benzimidazole), [OH-].[Na+] (NaOH). Run in CO (methanol), O (H2O), CO (methanol), O (H2O). Yields the product FC1=CC2=C(NC(=N2)SCC2=NC=CC(=C2)OCC2CC2)C=C1 (5-fluoro-2-[[(4-cyclopropylmethoxy-2-pyridinyl)methyl)thio]-1H-benzimidazole). Yield: 82.5%. Reaction SMILES: [F:1][C:2]1[CH:11]=[CH:10][C:5]2[NH:6][C:7]([SH:9])=[N:8][C:4]=2[CH:3]=1.Cl.[CH:13]1([CH2:16][O:17][C:18]2[CH:23]=[CH:22][N:21]=[C:20]([CH2:24]Cl)[CH:19]=2)[CH2:15][CH2:14]1.[OH-].[Na+]>O.CO>[F:1][C:2]1[CH:11]=[CH:10][C:5]2[NH:6][C:7]([S:9][CH2:24][C:20]3[CH:19]=[C:18]([O:17][CH2:16][CH:13]4[CH2:15][CH2:14]4)[CH:23]=[CH:22][N:21]=3)=[N:8][C:4]=2[CH:3]=1 |f:1.2,3.4|. Procedure: To 5-fluoro-2-mercapto-1H-benzimidazole (0.88 g, 0.0051 mol) in methanol (25 ml) NaOH (0.2 g, 0.0051 mol) dissolved in H2O (1 ml) and 4-cyclopropylmethoxy-2-chloromethylpyridine hydrochloride (0.91 g, 0.0046 mol) dissolved in methanol (10 ml) were added in the given order. The mixture was heated to boiling and NaOH (0.2 g, 0.005 mol) dissolved in H2O (1 ml) was added and the mixture was refluxed for 1 hour. After evaporation of methanol, CH2Cl2 (75 ml) and H2O (50 ml) were added and pH adjusted ... Starting materials: CCC1OC(=C2C(=O)Nc3ccc(F)cc32)c2cnc(Cl)cc21, NCCN1CCOCC1, C1COCCO1, O. Product: CCC1OC(=C2C(=O)Nc3ccc(F)cc32)c2cnc(NCCN3CCOCC3)cc21. As a reaction SMILES: [Cl:10][c:11]1[cH:12][c:13]2[c:14]([cH:15][n:16]1)[C:17](=[C:22]1[C:23](=[O:32])[NH:24][c:25]3[cH:26][cH:27][c:28]([F:31])[cH:29][c:30]31)[O:18][CH:19]2[CH2:20][CH3:21].[O:1]1[CH2:2][CH2:3][N:4]([CH2:7][CH2:8][NH2:9])[CH2:5][CH2:6]1.[O:34]1[CH2:35][CH2:36][O:37][CH2:38][CH2:39]1.[OH2:33]>>[O:1]1[CH2:2][CH2:3][N:4]([CH2:7][CH2:8][NH:9][c:11]2[cH:12][c:13]3[c:14]([cH:15][n:16]2)[C:17](=[C:22]2[C:23](=[O:32])[NH:24][c:25]4[cH:26][cH:27][c:28]([F:31])[cH:29][c:30]42)[O:18][CH:19]3[CH2:20][CH3:21])[CH2:5][CH2:6]1. Reported procedure: The compound of step 1 (280 mg, 0.885 mmol) was dissolved in DMF (1.3 ml) and HOBT (24 mg), 1-amino-cycloheptanecarboxylic acid methyl ester hydrochloride (221 mg, 1.06 mmol) and EDIA (578 mg, 4.43 mmol) were added. The mixture was cooled in an ice bath and EDC (254 mg, 1.33 mmol) was added. The mixture was stirred at room temperature for 3 days and partitioned between EA and water. The aqueous phase was extracted with EA, the combined organic phases were dried over sodium sulfate and evaporated... The reactants are Cl.COC(=O)C1(CCCCCC1)N (1-amino-cycloheptanecarboxylic acid methyl ester hydrochloride), OCCC=1C=C(C=CC1)CCOC=1C=C(C(=O)O)C=CC1OC (3-{2-[3-(2-Hydroxy-ethyl)-phenyl]-ethoxy}-4-methoxy-benzoic acid), C(CCl)Cl (EDC). Product: COC(=O)C1(CCCCCC1)NC(C1=CC(=C(C=C1)OC)OCCC1=CC(=CC=C1)CCO)=O (1-(3-{2-[3-(2-Hydroxy-ethyl)-phenyl]-ethoxy}-4-methoxy-benzoylamino)-cycloheptanecarboxylic acid methyl ester). Conditions: time 3 day. The yield is 28.9%. The solvent is C=1C=CC2=C(C1)N=NN2O (HOBT), CN(C)C=O (DMF). RXN SMILES: [OH:1][CH2:2][CH2:3][C:4]1[CH:5]=[C:6]([CH2:10][CH2:11][O:12][C:13]2[CH:14]=[C:15]([CH:19]=[CH:20][C:21]=2[O:22][CH3:23])[C:16]([OH:18])=O)[CH:7]=[CH:8][CH:9]=1.Cl.[CH3:25][O:26][C:27]([C:29]1([NH2:36])[CH2:35][CH2:34][CH2:33][CH2:32][CH2:31][CH2:30]1)=[O:28].C(Cl)CCl>CN(C=O)C.C1C=CC2N(O)N=NC=2C=1>[CH3:25][O:26][C:27]([C:29]1([NH:36][C:16](=[O:18])[C:15]2[CH:19]=[CH:20][C:21]([O:22][CH3:23])=[C:13]([O:12][CH2:11][CH2:10][C:6]3[CH:7]=[CH:8][CH:9]=[C:4]([CH2:3][CH2:2][OH:1])[CH:5]=3)[CH:14]=2)[CH2:30][CH2:31][CH2:32][CH2:33][CH2:34][CH2:35]1)=[O:28] |f:1.2|.